This data is from the Open Reaction Database (ORD), a public repository of structured organic reaction records. The task is: describe an organic reaction: reactants, conditions, products, and yield Reactants: Br.ClC1=CC=C(C=C1)C=1N=C(SC1)N (4-(4-chlorophenyl)-thiazol-2-ylamine hydrobromide), C1(=CC=C(C=C1)S(=O)(=O)Cl)C (p-toluenesulfonyl chloride), Cl (hydrochloric acid). Solvent: N1=CC=CC=C1 (pyridine). The product is ClC1=CC=C(C=C1)C=1N=C(SC1)NS(=O)(=O)C1=CC=C(C=C1)C (N-[4-(4-Chloro-phenyl)-thiazol-2-yl]-4-methyl-benzenesulfonamide). As a reaction SMILES: Br.[Cl:2][C:3]1[CH:8]=[CH:7][C:6]([C:9]2[N:10]=[C:11]([NH2:14])[S:12][CH:13]=2)=[CH:5][CH:4]=1.[C:15]1([CH3:25])[CH:20]=[CH:19][C:18]([S:21](Cl)(=[O:23])=[O:22])=[CH:17][CH:16]=1.Cl>N1C=CC=CC=1>[Cl:2][C:3]1[CH:4]=[CH:5][C:6]([C:9]2[N:10]=[C:11]([NH:14][S:21]([C:18]3[CH:19]=[CH:20][C:15]([CH3:25])=[CH:16][CH:17]=3)(=[O:23])=[O:22])[S:12][CH:13]=2)=[CH:7][CH:8]=1 |f:0.1|. Reported procedure: A mixture of 0.3 g of 4-(4-chlorophenyl)-thiazol-2-ylamine hydrobromide with 0.22 g of p-toluenesulfonyl chloride was stirred overnight with 2 ml of pyridine. The resulting, red colored suspension was poured into 30 ml of 1N hydrochloric acid and the solid which thereby separated was filtered off and dissolved in a hot mixture of 20 ml of ethanol and 30 ml of water. 0.05 g of N-[4-(4-chlorophenyl)-thiazol-2-yl]-4-methyl-benzenesulfonamide separated as colorless crystals upon cooling. Reactants: N(C1=CC=CC=C1)C=1C(C(C1O)=NC1=CC=CC=C1)=O (2-anilino-3-hydroxy-4-(phenylimino)-2-cyclobuten-1-one), C[C@@H]1N([C@@H](CNC1)C)CC (cis-2,6-dimethyl-1-ethylpiperazine). Reaction conditions: temperature 213 celsius, time 10 minute. Product: [OH-].OC=1C(C(C1N1C[C@H](N([C@H](C1)C)CC)C)=O)=[N+]1C[C@H](N([C@H](C1)C)CC)C (1-[2-hydroxy-3-(cis-3,5-dimethyl-4-ethyl-1-piperazinyl)-4-oxo-2-cyclobuten-1-ylidene]-cis-3,5-dimethyl-4-ethylpiperazinium hydroxide). Reaction SMILES: [NH:1]([C:8]1[C:9](=[O:20])[C:10](=[N:13][C:14]2[CH:19]=[CH:18]C=CC=2)[C:11]=1[OH:12])[C:2]1[CH:7]=[CH:6]C=CC=1.C[C@H]1CN[CH2:25][C@@H:24]([CH3:28])[N:23]1[CH2:29][CH3:30]>>[OH-:12].[OH:12][C:11]1[C:10](=[N+:13]2[CH2:14][C@H:19]([CH3:18])[N:23]([CH2:29][CH3:30])[C@H:24]([CH3:25])[CH2:28]2)[C:9](=[O:20])[C:8]=1[N:1]1[CH2:2][C@H:7]([CH3:6])[N:1]([CH2:2][CH3:7])[C@H:8]([CH3:9])[CH2:11]1 |f:2.3|. Procedure: A mixture of 1.5 grams of 2-anilino-3-hydroxy-4-(phenylimino)-2-cyclobuten-1-one and 1.2 grams of cis-2,6-dimethyl-1-ethylpiperazine is heated at 213° C. in an atmosphere of dry nitrogen for 10 minutes. It is then mixed thoroughly with 25 ml. of anhydrous ethyl ether and suction filtered and this process is repeated. The solid is then dissolved in 200 ml. of anhydrous ethyl ether at room temperature by stirring for 10 minutes. The solution is then stirred with activated charcoal, filtered, and c... Reactants: O=C1CCC(=O)N1Br, ClC(Cl)(Cl)Cl, O=C(OOC(=O)c1ccccc1)c1ccccc1, COc1cc(C#N)ccc1C, [W]. Yields the product COc1cc(C#N)ccc1CBr. Reaction SMILES: [Br:1][N:2]1[C:3](=[O:4])[CH2:5][CH2:6][C:7]1=[O:8].[C:38]([Cl:39])([Cl:40])([Cl:41])[Cl:42].[C:9]([O:10][O:11][C:12](=[O:13])[c:14]1[cH:15][cH:16][cH:17][cH:18][cH:19]1)(=[O:20])[c:21]1[cH:22][cH:23][cH:24][cH:25][cH:26]1.[CH3:27][O:28][c:29]1[cH:30][c:31]([C:32]#[N:33])[cH:34][cH:35][c:36]1[CH3:37].[W:43]>>[Br:1][CH2:37][c:36]1[c:29]([O:28][CH3:27])[cH:30][c:31]([C:32]#[N:33])[cH:34][cH:35]1. Reactants: CCOC(=O)CBr, CC(C)(C)[O-], [K+], C1CCOC1, O=C1NCCC1(c1ccccc1)c1ccccc1. Product: CCOC(=O)CN1CCC(c2ccccc2)(c2ccccc2)C1=O. Reaction SMILES: [Br:25][CH2:26][C:27](=[O:28])[O:29][CH2:30][CH3:31].[CH3:19][C:20]([CH3:21])([O-:22])[CH3:23].[K+:24].[O:32]1[CH2:33][CH2:34][CH2:35][CH2:36]1.[c:1]1([C:7]2([c:13]3[cH:14][cH:15][cH:16][cH:17][cH:18]3)[C:8](=[O:12])[NH:9][CH2:10][CH2:11]2)[cH:2][cH:3][cH:4][cH:5][cH:6]1>>[c:1]1([C:7]2([c:13]3[cH:14][cH:15][cH:16][cH:17][cH:18]3)[C:8](=[O:12])[N:9]([CH2:26][C:27](=[O:28])[O:29][CH2:30][CH3:31])[CH2:10][CH2:11]2)[cH:2][cH:3][cH:4][cH:5][cH:6]1.